This data is from the Open Reaction Database (ORD), a public repository of structured organic reaction records. The task is: describe an organic reaction: reactants, conditions, products, and yield Starting materials: C(C)(C)(C)OC(=O)N[C@H]1COCC[C@H]1NC1=C(C2=C(C(=N1)C1=CC(=NS1)CC)C(N(C2)C(=O)OC(C)(C)C)=O)F (tert-butyl 6-((3R,4R)-3-(tert-butoxycarbonylamino)tetrahydro-2H-pyran-4-ylamino)-4-(3-ethylisothiazol-5-yl)-7-fluoro-3-oxo-1H-pyrrolo[3,4-c]pyridine-2(3H)-carboxylate), Cl.O1CCOCC1 (HCl dioxane), CCO (EtOH). The solvent is CO (MeOH). Run at temperature 60 celsius, time 30 minute. Product: hydrochloride salt, N[C@H]1COCC[C@H]1NC1=C(C2=C(C(=N1)C1=CC(=NS1)CC)C(NC2)=O)F (6-((3R,4R)-3-Aminotetrahydro-2H-pyran-4-ylamino)-4-(3-ethylisothiazol-5-yl)-7-fluoro-1H-pyrrolo[3,4-c]pyridin-3(2H)-one). Yield: 77.2%. As a reaction SMILES: C(OC([NH:8][C@@H:9]1[C@H:14]([NH:15][C:16]2[N:21]=[C:20]([C:22]3[S:26][N:25]=[C:24]([CH2:27][CH3:28])[CH:23]=3)[C:19]3[C:29](=[O:39])[N:30](C(OC(C)(C)C)=O)[CH2:31][C:18]=3[C:17]=2[F:40])[CH2:13][CH2:12][O:11][CH2:10]1)=O)(C)(C)C.Cl.O1CCOCC1.CCO>CO>[NH2:8][C@@H:9]1[C@H:14]([NH:15][C:16]2[N:21]=[C:20]([C:22]3[S:26][N:25]=[C:24]([CH2:27][CH3:28])[CH:23]=3)[C:19]3[C:29](=[O:39])[NH:30][CH2:31][C:18]=3[C:17]=2[F:40])[CH2:13][CH2:12][O:11][CH2:10]1 |f:1.2|. Procedure details: To a stirred solution of tert-butyl 6-((3R,4R)-3-(tert-butoxycarbonylamino)tetrahydro-2H-pyran-4-ylamino)-4-(3-ethylisothiazol-5-yl)-7-fluoro-3-oxo-1H-pyrrolo[3,4-c]pyridine-2(3H)-carboxylate (53 mg, 0.092 mmol) in MeOH (10 mL) was added 4N HCl/dioxane (10.0 mL, 40.0 mmol). The mixture was heated to 60° C. for 1 hour and then concentrated in vacuo. The residue was triturated with EtOAc and filtered. The filter cake was washed with EtOAc to give a yellow solid, which was suspended into EtOH. The ... Reactants: O=C([O-])[O-], COC(=O)CN(c1ccc2c(c1)nc(COc1ccc(C#N)cc1)n2C)S(=O)(=O)c1cccc2cccnc12, CO, [NH4+], [NH4+]. The product is COC(=O)CN(c1ccc2c(c1)nc(COc1ccc(C(=N)N)cc1)n2C)S(=O)(=O)c1cccc2cccnc12. RXN SMILES: [C:40](=[O:41])([O-:42])[O-:43].[CH3:1][n:2]1[c:3]([CH2:30][O:31][c:32]2[cH:33][cH:34][c:35]([C:38]#[N:39])[cH:36][cH:37]2)[n:4][c:5]2[c:6]1[cH:7][cH:8][c:9]([N:11]([CH2:12][C:13](=[O:14])[O:15][CH3:16])[S:17](=[O:18])(=[O:19])[c:20]1[cH:21][cH:22][cH:23][c:24]3[cH:25][cH:26][cH:27][n:28][c:29]13)[cH:10]2.[CH3:46][OH:47].[NH4+:44].[NH4+:45]>>[CH3:1][n:2]1[c:3]([CH2:30][O:31][c:32]2[cH:33][cH:34][c:35]([C:38]([NH2:39])=[NH:44])[cH:36][cH:37]2)[n:4][c:5]2[c:6]1[cH:7][cH:8][c:9]([N:11]([CH2:12][C:13](=[O:14])[O:15][CH3:16])[S:17](=[O:18])(=[O:19])[c:20]1[cH:21][cH:22][cH:23][c:24]3[cH:25][cH:26][cH:27][n:28][c:29]13)[cH:10]2. Reactants: OCCCCl, c1ccc(C(CCNCCC(c2ccccc2)c2ccccc2)c2ccccc2)cc1. The product is Cl, OCCCN(CCC(c1ccccc1)c1ccccc1)CCC(c1ccccc1)c1ccccc1. RXN SMILES: [Cl:32][CH2:33][CH2:34][CH2:35][OH:36].[c:1]1([CH:7]([CH2:8][CH2:9][NH:10][CH2:11][CH2:12][CH:13]([c:14]2[cH:15][cH:16][cH:17][cH:18][cH:19]2)[c:20]2[cH:21][cH:22][cH:23][cH:24][cH:25]2)[c:26]2[cH:27][cH:28][cH:29][cH:30][cH:31]2)[cH:2][cH:3][cH:4][cH:5][cH:6]1>>[ClH:32].[c:1]1([CH:7]([CH2:8][CH2:9][N:10]([CH2:11][CH2:12][CH:13]([c:14]2[cH:15][cH:16][cH:17][cH:18][cH:19]2)[c:20]2[cH:21][cH:22][cH:23][cH:24][cH:25]2)[CH2:33][CH2:34][CH2:35][OH:36])[c:26]2[cH:27][cH:28][cH:29][cH:30][cH:31]2)[cH:2][cH:3][cH:4][cH:5][cH:6]1. The reactants are [N+](=O)([O-])C1=CC2=C(N=C(N2)C#N)C=C1 (5-nitrobenzimidazole-2-carbonitrile), ice water, [Cl-].O[NH3+] (hydroxylammonium chloride), C(C)(=O)[O-].[Na+] (sodium acetate). Solvent: C(C)O.O (ethanol water). Product: [N+](=O)([O-])C1=CC2=C(N=C(N2)C(N)=NO)C=C1 (5-Nitro-benzimidazole-2-carboxamide oxime). The yield is 68.1%. As a reaction SMILES: [N+:1]([C:4]1[CH:14]=[CH:13][C:7]2[N:8]=[C:9]([C:11]#[N:12])[NH:10][C:6]=2[CH:5]=1)([O-:3])=[O:2].[Cl-].[OH:16][NH3+:17].C([O-])(=O)C.[Na+]>C(O)C.O>[N+:1]([C:4]1[CH:14]=[CH:13][C:7]2[N:8]=[C:9]([C:11](=[N:17][OH:16])[NH2:12])[NH:10][C:6]=2[CH:5]=1)([O-:3])=[O:2] |f:1.2,3.4,5.6|. Reported procedure: 2 g of 5-nitrobenzimidazole-2-carbonitrile (Lopyrev, V. A.; Larina, L. I.; Baumane, L. Kh.; Shibanova, E. F.; Gavar, R. A.; et al., Chem. Heterocycl. Compd. (Engl. Transl.), EN, 20, 9, 1984, 1021-1026, KGSSAQ, RU, 20, 9, 1984, 1246-1251) are dissolved in 60 ml of ethanol/water (5/1) and treated with 0.74 g of hydroxylammonium chloride and also 1.05 g of sodium acetate and refluxed for 2 h. The mixture is poured into ice water, and the brown precipitate is filtered off with suction and washed wit... The reactants are C1(CC1)C1(CC(C1)C1=NC(=NO1)C=1C=CC(=C(C1)NC(=O)C1=CN=C2N1C=CC=C2)C)O (N-(5-(5-(3-cyclopropyl-3-hydroxycyclobutyl)-1,2,4-oxadiazol-3-yl)-2-methylphenyl)imidazo[1,2-a]pyridine-3-carboxamide), FC(C(=O)O)(F)F (trifluoroacetic acid). Run at time 15 minute. Yields the product OCCC=C1CC(C1)C1=NC(=NO1)C=1C=CC(=C(C1)NC(=O)C1=CN=C2N1C=CC=C2)C (N-(5-(5-(3-(3-hydroxypropylidene)cyclobutyl)-1,2,4-oxadiazol-3-yl)-2-methylphenyl)imidazo[1,2-a]pyridine-3-carboxamide). As a reaction SMILES: [CH:1]1([C:4]2(O)[CH2:7][CH:6]([C:8]3[O:12][N:11]=[C:10]([C:13]4[CH:14]=[CH:15][C:16]([CH3:31])=[C:17]([NH:19][C:20]([C:22]5[N:26]6[CH:27]=[CH:28][CH:29]=[CH:30][C:25]6=[N:24][CH:23]=5)=[O:21])[CH:18]=4)[N:9]=3)[CH2:5]2)[CH2:3][CH2:2]1.FC(F)(F)C(O)=[O:36]>>[OH:36][CH2:2][CH2:3][CH:1]=[C:4]1[CH2:5][CH:6]([C:8]2[O:12][N:11]=[C:10]([C:13]3[CH:14]=[CH:15][C:16]([CH3:31])=[C:17]([NH:19][C:20]([C:22]4[N:26]5[CH:27]=[CH:28][CH:29]=[CH:30][C:25]5=[N:24][CH:23]=4)=[O:21])[CH:18]=3)[N:9]=2)[CH2:7]1. Procedure: A stirring solution of N-(5-(5-(3-cyclopropyl-3-hydroxycyclobutyl)-1,2,4-oxadiazol-3-yl)-2-methylphenyl)imidazo[1,2-a]pyridine-3-carboxamide (F113) (130 mg, 0.303 mmol) in trifluoroacetic acid (1 mL) was stirred at room temperature for 1.5 hours. The solvent was concentrated and dried under high vacuum. The crude product was taken in MeOH (1 mL) and a saturated solution of sodium bicarbonate (0.2 mL). The reaction mixture was stirred for 15 minutes. The crude product was extracted with ethyl ace... Starting materials: [N+](=O)(O)[O-] (Nitric acid), ClC(C1OC2=C(C(O1)C(Cl)(Cl)Cl)C=C(C=C2)C(=O)O)(Cl)Cl (2,4-bis(trichloromethyl)benzo[1,3]dioxin-6-carboxylic acid). Solvent: S(O)(O)(=O)=O (sulphuric acid). Conditions: time 2 hour. Yields the product [N+](=O)([O-])C1=CC(=CC=2C(OC(OC21)C(Cl)(Cl)Cl)C(Cl)(Cl)Cl)C(=O)O (8-nitro-2,4-bis(trichloromethyl)benzo[1,3]dioxin-6-carboxylic acid). RXN SMILES: [N+:1]([O-:4])(O)=[O:2].[Cl:5][C:6]([Cl:25])([Cl:24])[CH:7]1[O:12][CH:11]([C:13]([Cl:16])([Cl:15])[Cl:14])[C:10]2[CH:17]=[C:18]([C:21]([OH:23])=[O:22])[CH:19]=[CH:20][C:9]=2[O:8]1>S(=O)(=O)(O)O>[N+:1]([C:20]1[C:9]2[O:8][CH:7]([C:6]([Cl:5])([Cl:24])[Cl:25])[O:12][CH:11]([C:13]([Cl:16])([Cl:14])[Cl:15])[C:10]=2[CH:17]=[C:18]([C:21]([OH:23])=[O:22])[CH:19]=1)([O-:4])=[O:2]. Procedure: Nitric acid (d=1.54, 10 ml.) was added to a stirred suspension of 2,4-bis(trichloromethyl)benzo[1,3]dioxin-6-carboxylic acid (5 g.) in concentrated sulphuric acid (25 ml.), and the resulting suspension was stirred at room temperature for 2 hrs. The reaction mixture was filtered, and the solid product was crystallised from a mixture of petroleum ether (b.p. 60°-80° C.) and ether to give 8-nitro-2,4-bis(trichloromethyl)benzo[1,3]dioxin-6-carboxylic acid, m.p. 211°-212° C. The reactants are [Cl-].[Ca+2].[Cl-] (calcium chloride), C(C)(=O)O (acetic acid), OC(C)(C)C=1SC=C2C1CN(C2)C(=O)OC(C)(C)C (1-(2-hydroxy-2-propyl)-5-(1,1-dimethyl-ethoxy) carbonyl-5,6-dihydro-4H-thieno[3,4-c]pyrrole). Solvent: C(Cl)(Cl)Cl (chloroform). Yields the product C=C(C)C=1SC=C2C1CN(C2)C(=O)OC(C)(C)C (1-(1-Propen-2-yl)-5-(1,1-dimethylethoxy)carbonyl-5,6-dihydro-4H-thieno[3,4-c]pyrrole). Isolated yield 102.8%. RXN SMILES: [Cl-].[Ca+2].[Cl-].C(O)(=O)C.O[C:9]([C:12]1[S:13][CH:14]=[C:15]2[CH2:19][N:18]([C:20]([O:22][C:23]([CH3:26])([CH3:25])[CH3:24])=[O:21])[CH2:17][C:16]=12)([CH3:11])[CH3:10]>C(Cl)(Cl)Cl>[CH2:10]=[C:9]([C:12]1[S:13][CH:14]=[C:15]2[CH2:19][N:18]([C:20]([O:22][C:23]([CH3:26])([CH3:25])[CH3:24])=[O:21])[CH2:17][C:16]=12)[CH3:11] |f:0.1.2|. Procedure: 5 g of calcium chloride and 0.17 ml (3 mmol) of acetic acid are added to a solution of 0.81 g (2.86 mmol) of 1-(2-hydroxy-2-propyl)-5-(1,1-dimethyl-ethoxy) carbonyl-5,6-dihydro-4H-thieno[3,4-c]pyrrole in 60 ml of chloroform. The mixture is heated at reflux for 24 hours, filtered, washed with a 5% sodium bicarbonate solution, then dried over sodium sulphate and evaporated to dryness. 0.78 g of an oily product is obtained. Reactants: N(=NC(=O)OCC)C(=O)OCC (Diethyl azodicarboxylate), ON1C(C=2C(C1=O)=CC=CC2)=O (N-Hydroxyphthalimide), C1(=CC=CC=C1)P(C1=CC=CC=C1)C1=CC=CC=C1 (triphenylphosphine), BrC=1C=CC=2C3=C(C=NC2C1)N=C(S3)CO ((7-bromo[1,3]thiazolo[4,5-c]quinolin-2-yl)methanol). The solvent is C1CCOC1 (THF). Conditions: time 1.5 hour. Product: BrC=1C=CC=2C3=C(C=NC2C1)N=C(S3)CON3C(C1=CC=CC=C1C3=O)=O (2-[(7-bromo[1,3]thiazolo[4,5-c]quinolin-2-yl)methoxy]-1H-isoindole-1,3(2H)-dione). Isolated yield 75.1%. Reaction SMILES: [OH:1][N:2]1[C:6](=[O:7])[C:5]2=[CH:8][CH:9]=[CH:10][CH:11]=[C:4]2[C:3]1=[O:12].C1(P(C2C=CC=CC=2)C2C=CC=CC=2)C=CC=CC=1.[Br:32][C:33]1[CH:34]=[CH:35][C:36]2[C:37]3[S:45][C:44]([CH2:46]O)=[N:43][C:38]=3[CH:39]=[N:40][C:41]=2[CH:42]=1.N(C(OCC)=O)=NC(OCC)=O>C1COCC1>[Br:32][C:33]1[CH:34]=[CH:35][C:36]2[C:37]3[S:45][C:44]([CH2:46][O:1][N:2]4[C:3](=[O:12])[C:4]5[C:5](=[CH:8][CH:9]=[CH:10][CH:11]=5)[C:6]4=[O:7])=[N:43][C:38]=3[CH:39]=[N:40][C:41]=2[CH:42]=1. Procedure: N-Hydroxyphthalimide (4.15 g, 25.4 mmol) and triphenylphosphine (6.66 g, 25.4 mmol) were added to a suspension of (7-bromo[1,3]thiazolo[4,5-c]quinolin-2-yl)methanol (5.00 g, 16.9 mmol) in THF (170 mL). Diethyl azodicarboxylate (4.43 g, 25.4 mmol) was added dropwise, and the resulting solution was stirred at room temperature for 1.5 hours. A precipitate formed and was isolated by filtration, washed with THF, and dried in a vacuum oven to provide 5.59 g of 2-[(7-bromo[1,3]thiazolo[4,5-c]quinolin-2... Starting materials: CCOC=C(C(=O)OCC)C(=O)OCC, c1cc(NC2CCOCC2)ccc1CN1CCOCC1, c1ccncc1. Yields the product CCOC(=O)C(=CN(c1ccc(CN2CCOCC2)cc1)C1CCOCC1)C(=O)OCC. RXN SMILES: [CH2:21]([O:22][CH:24]=[C:25]([C:26](=[O:27])[O:28][CH2:29][CH3:30])[C:31](=[O:32])[O:33][CH2:34][CH3:35])[CH3:23].[O:1]1[CH2:2][CH2:3][N:4]([CH2:7][c:8]2[cH:9][cH:10][c:11]([NH:14][CH:15]3[CH2:16][CH2:17][O:18][CH2:19][CH2:20]3)[cH:12][cH:13]2)[CH2:5][CH2:6]1.[cH:36]1[cH:37][cH:38][n:39][cH:40][cH:41]1>>[O:1]1[CH2:2][CH2:3][N:4]([CH2:7][c:8]2[cH:9][cH:10][c:11]([N:14]([CH:15]3[CH2:16][CH2:17][O:18][CH2:19][CH2:20]3)[CH:24]=[C:25]([C:26](=[O:27])[O:28][CH2:29][CH3:30])[C:31](=[O:32])[O:33][CH2:34][CH3:35])[cH:12][cH:13]2)[CH2:5][CH2:6]1.